This data is from the Open Reaction Database (ORD), a public repository of structured organic reaction records. The task is: describe an organic reaction: reactants, conditions, products, and yield Starting materials: solution, [OH-].[Na+] (sodium hydroxide), FC(C(=O)O)(F)F (trifluoroacetic acid), FC(C(=O)O)(F)F.ClC1=C(C(=CC=C1F)Cl)C(C)OC1=CC2=C(N=C(S2)NC(=O)NCCN2CCN(CC2)C(=O)OC(C)(C)C)C=C1 (1,1-dimethylethyl 4-{2-[({6-[1-(2,6-dichloro-3-fluorophenyl)ethoxy]-1,3-benzothiazol-2-yl}carbamoyl)amino]ethyl}piperazine-1-carboxylate trifluoroacetate). Run in ClCCl (dichloromethane), C(C)(C)OC(C)C (diisopropyl oxide). Run at time 4 hour. The product is FC(C(=O)O)(F)F.ClC1=C(C(=CC=C1F)Cl)C(C)OC1=CC2=C(N=C(S2)NC(=O)NCCN2CCNCC2)C=C1 (1-{6-[1-(2,6-dichloro-3-fluorophenyl)ethoxy]-1,3-benzothiazol-2-yl}-3-(2-piperazin-1-ylethyl)urea trifluoroacetate). Reaction SMILES: [F:1][C:2]([F:7])([F:6])[C:3]([OH:5])=[O:4].FC(F)(F)C(O)=O.[Cl:15][C:16]1[C:21]([F:22])=[CH:20][CH:19]=[C:18]([Cl:23])[C:17]=1[CH:24]([O:26][C:27]1[CH:54]=[CH:53][C:30]2[N:31]=[C:32]([NH:34][C:35]([NH:37][CH2:38][CH2:39][N:40]3[CH2:45][CH2:44][N:43](C(OC(C)(C)C)=O)[CH2:42][CH2:41]3)=[O:36])[S:33][C:29]=2[CH:28]=1)[CH3:25].[OH-].[Na+]>ClCCl.C(OC(C)C)(C)C>[F:1][C:2]([F:7])([F:6])[C:3]([OH:5])=[O:4].[Cl:15][C:16]1[C:21]([F:22])=[CH:20][CH:19]=[C:18]([Cl:23])[C:17]=1[CH:24]([O:26][C:27]1[CH:54]=[CH:53][C:30]2[N:31]=[C:32]([NH:34][C:35]([NH:37][CH2:38][CH2:39][N:40]3[CH2:45][CH2:44][NH:43][CH2:42][CH2:41]3)=[O:36])[S:33][C:29]=2[CH:28]=1)[CH3:25] |f:1.2,3.4,7.8|. Reported procedure: add 0.376 cm3 of trifluoroacetic acid to a solution of 0.250 g of 1,1-dimethylethyl 4-{2-[({6-[1-(2,6-dichloro-3-fluorophenyl)ethoxy]-1,3-benzothiazol-2-yl}carbamoyl)amino]ethyl}piperazine-1-carboxylate trifluoroacetate in 5 cm3 of dichloromethane. Continue stirring for 4 hours at a temperature close to 20° C. The reaction mixture is then evaporated to dryness under reduced pressure (2 kPa). The residue is taken up in 10 cm3 of water. The mixture obtained is adjusted to pH 9 with a 1N solution o... The reactants are ClC1=C(C(=O)OC)C=CC(=C1)O (methyl 2-chloro-4-hydroxybenzoate), C(C)(C)I (isopropyl iodide). The product is ClC1=C(C(=O)O)C=CC(=C1)OC(C)C (2-chloro-4-isopropoxybenzoic acid). As a reaction SMILES: [Cl:1][C:2]1[CH:11]=[C:10]([OH:12])[CH:9]=[CH:8][C:3]=1[C:4]([O:6]C)=[O:5].[CH:13](I)([CH3:15])[CH3:14]>>[Cl:1][C:2]1[CH:11]=[C:10]([O:12][CH:13]([CH3:15])[CH3:14])[CH:9]=[CH:8][C:3]=1[C:4]([OH:6])=[O:5]. Procedure: Using methyl 2-chloro-4-hydroxybenzoate and isopropyl iodide, 2-chloro-4-isopropoxybenzoic acid was obtained in the same method as in Production Example 277b). The reactants are [H-].[H-].[H-].[H-].[Li+].[Al+3] (LiAlH4), CC1=C2C(=CNC2=CC=C1[N+](=O)[O-])CCC(=O)OCC (ethyl 4-methyl-5-nitro-3-indolepropionate). The solvent is C1CCOC1 (THF), C1CCOC1 (THF). Conditions: time 30 minute. The product is CC1=C2C(=CNC2=CC=C1[N+](=O)[O-])CCCO (4-Methyl-5-nitro-3-(3-hydroxypropyl)indole). Isolated yield 82.8%. RXN SMILES: [H-].[H-].[H-].[H-].[Li+].[Al+3].[CH3:7][C:8]1[C:16]([N+:17]([O-:19])=[O:18])=[CH:15][CH:14]=[C:13]2[C:9]=1[C:10]([CH2:20][CH2:21][C:22](OCC)=[O:23])=[CH:11][NH:12]2>C1COCC1>[CH3:7][C:8]1[C:16]([N+:17]([O-:19])=[O:18])=[CH:15][CH:14]=[C:13]2[C:9]=1[C:10]([CH2:20][CH2:21][CH2:22][OH:23])=[CH:11][NH:12]2 |f:0.1.2.3.4.5|. Reported procedure: To a suspension of 95% LiAlH4 (0.378 g, 9.44 mmol) in 10 mL of dry THF was added a solution of ethyl 4-methyl-5-nitro-3-indolepropionate (0.650 g, 2.36 mmol) in 2 mL of dry THF, at 0° C. under Ar. After 5 min the cooling bath was removed and stirring was continued at room temperature for 30 min. The reaction was then quenched by the sequential addition of 0.4 mL of water, 0.4 mL of 15% aqueous NaOH and finally 1.2 mL of water. The resulting suspension was diluted with ethyl acetate and then it w... Yields the product C(C)(C)(C)OC(=O)NC([C@H]1NCC[C@@H]1C)=O (N-t-Butoxycarbonyl-trans-3-methyl-L-prolineamide). As a reaction SMILES: C[N:2]1[CH2:7][CH2:6][O:5][CH2:4][CH2:3]1.[C:8]([O:12]N1CC(=C=O)[C@H](C)[C@H]1C(O)=O)([CH3:11])([CH3:10])[CH3:9].C(O[C:29](Cl)=[O:30])C(C)C.[NH3:32].O1[CH2:37][CH2:36]CC1>>[C:8]([O:12][C:29]([NH:32][C:6](=[O:5])[C@@H:7]1[C@@H:36]([CH3:37])[CH2:4][CH2:3][NH:2]1)=[O:30])([CH3:9])([CH3:10])[CH3:11]. Reactants: N (ammonia), CN1CCOCC1 (N-Methyl morpholine), C(C)(C)(C)ON1[C@H](C(=O)O)[C@H](C(C1)=C=O)C (N-t-butoxy-carbonyl-trans-3-methyl-L-proline), O1CCCC1 (tetrahydrofuran), C(C(C)C)OC(=O)Cl (isobutylchloroformate). Conditions: time 10 minute. Procedure details: N-Methyl morpholine (6.0 ml) was added to a solution of N-t-butoxy-carbonyl-trans-3-methyl-L-proline (1.1 g) in tetrahydrofuran (50 ml) at -20°. Freshly distilled isobutylchloroformate (0.8 g) was added dropwise and the solution stirred for 10 minutes at -20°. Concentrated ammonia solution (5 ml) was added and the solution stirred for 2 hours, evaporated, the residue taken up in ethyl acetate (100 ml) and the solution washed with 10% aqueous sodium bicarbonate, brine and dried (Na2SO4). Evaporat...